From a dataset of the Open Reaction Database (ORD), a public repository of structured organic reaction records. describe an organic reaction: reactants, conditions, products, and yield The yield is 103.3%. Run in C1(=CC=CC=C1)C (toluene). Reaction SMILES: Br[C:2]1[CH:3]=[CH:4][C:5]2[O:9][CH:8]=[CH:7][C:6]=2[CH:10]=1.C[O-].C([Sn+](CCCC)CCCC)CCC.C([O:29][C:30]([CH3:32])=[CH2:31])(=O)C>C1(C)C=CC=CC=1.[Pd](Cl)Cl.C1(C)C=CC=CC=1P(C1C=CC=CC=1C)C1C=CC=CC=1C>[O:9]1[C:5]2[CH:4]=[CH:3][C:2]([CH2:31][C:30](=[O:29])[CH3:32])=[CH:10][C:6]=2[CH:7]=[CH:8]1 |f:1.2|. The reactants are BrC=1C=CC2=C(C=CO2)C1 (5-bromobenzofuran), C[O-].C(CCC)[Sn+](CCCC)CCCC (tributyl tin methoxide), C(C)(=O)OC(=C)C (isopropenyl acetate). Procedure details: A mixture of 1.90 gm (10 mmol) 5-bromobenzofuran, 183 mg (0.6 mmol) tri(o-tolyl)phosphine, 4.3 mL (15 mMol) tributyl tin methoxide, and 1.7 mL (15.4 mMol) isopropenyl acetate in 55 mL toluene was sparged with nitrogen for 15 minutes. To this mixture were then added 54 mg (0.3 mMol) palladium(II) chloride and the mixture was heated to 100° C. for 3 hours. The reaction mixture was cooled to room temperature and concentrated under reduced pressure. The residue was filtered through a bed of 100 gm s... Reagents/catalysts: [Pd](Cl)Cl (palladium(II) chloride), C1(=C(C=CC=C1)P(C1=C(C=CC=C1)C)C1=C(C=CC=C1)C)C (tri(o-tolyl)phosphine). Reaction conditions: temperature 100 celsius. Yields the product O1C=CC2=C1C=CC(=C2)CC(C)=O (1-(benzofur-5-yl)-2-propanone). The reactants are COc1cc2c(Oc3cccc(N)c3)ncnc2cc1OCCN1CCOCC1, CN(C)c1ccncc1, CC(C)(F)c1cc(NC(=O)Oc2ccccc2)on1. Yields the product COc1cc2c(Oc3cccc(NC(=O)Nc4cc(C(C)(C)F)no4)c3)ncnc2cc1OCCN1CCOCC1. RXN SMILES: [CH3:1][O:2][c:3]1[cH:4][c:5]2[c:6]([O:22][c:23]3[cH:24][c:25]([NH2:26])[cH:27][cH:28][cH:29]3)[n:7][cH:8][n:9][c:10]2[cH:11][c:12]1[O:13][CH2:14][CH2:15][N:16]1[CH2:17][CH2:18][O:19][CH2:20][CH2:21]1.[CH3:49][N:50]([CH3:51])[c:52]1[cH:53][cH:54][n:55][cH:56][cH:57]1.[F:30][C:31]([CH3:32])([CH3:33])[c:34]1[n:35][o:36][c:37]([NH:39][C:40]([O:41][c:43]2[cH:44][cH:45][cH:46][cH:47][cH:48]2)=[O:42])[cH:38]1>>[CH3:1][O:2][c:3]1[cH:4][c:5]2[c:6]([O:22][c:23]3[cH:24][c:25]([NH:26][C:40]([NH:39][c:37]4[o:36][n:35][c:34]([C:31]([F:30])([CH3:32])[CH3:33])[cH:38]4)=[O:41])[cH:27][cH:28][cH:29]3)[n:7][cH:8][n:9][c:10]2[cH:11][c:12]1[O:13][CH2:14][CH2:15][N:16]1[CH2:17][CH2:18][O:19][CH2:20][CH2:21]1.